This data is from the Open Reaction Database (ORD), a public repository of structured organic reaction records. The task is: describe an organic reaction: reactants, conditions, products, and yield Starting materials: Cl.Cl.NC1=CC(=C(C(=O)NCC2CCNCC2)C=C1Cl)OC (4-Amino-5-chloro-2-methoxy-N-(piperidin-4-ylmethyl)benzamide dihydrochloride), O(C1=CC=CC=C1)CCCCl (3-phenoxypropyl chloride). The product is NC1=CC(=C(C(=O)NCC2CCN(CC2)CCCOC2=CC=CC=C2)C=C1Cl)OC (4-amino-5-chloro-2-methoxy-N-((1-(3-(phenoxy)propyl)piperidin-4-yl)methyl)benzamide). RXN SMILES: Cl.Cl.[NH2:3][C:4]1[C:19]([Cl:20])=[CH:18][C:7]([C:8]([NH:10][CH2:11][CH:12]2[CH2:17][CH2:16][NH:15][CH2:14][CH2:13]2)=[O:9])=[C:6]([O:21][CH3:22])[CH:5]=1.[O:23]([CH2:30][CH2:31][CH2:32]Cl)[C:24]1[CH:29]=[CH:28][CH:27]=[CH:26][CH:25]=1>>[NH2:3][C:4]1[C:19]([Cl:20])=[CH:18][C:7]([C:8]([NH:10][CH2:11][CH:12]2[CH2:13][CH2:14][N:15]([CH2:32][CH2:31][CH2:30][O:23][C:24]3[CH:29]=[CH:28][CH:27]=[CH:26][CH:25]=3)[CH2:16][CH2:17]2)=[O:9])=[C:6]([O:21][CH3:22])[CH:5]=1 |f:0.1.2|. Procedure: 4-Amino-5-chloro-2-methoxy-N-(piperidin-4-ylmethyl)benzamide dihydrochloride and 3-phenoxypropyl chloride were reacted and treated in the same manner as in Example 168 to give 4-amino-5-chloro-2-methoxy-N-((1-(3-(phenoxy)propyl)piperidin-4-yl)methyl)benzamide. Starting materials: ClC(=O)C1=CC=C(C=C1)C=1C([C@@H]2CC[C@]3([C@@]4(CC[C@@]5([C@@H]([C@H]4CCC3[C@]2(CC1)C)[C@@H](CC5)C(=C)C)C(=O)OCC5=CC=CC=C5)C)C)(C)C ((1R,3aS,5aR,5bR,7aR,11aS,13aR,13bR)-benzyl 9-(4-(chlorocarbonyl)phenyl)-5a,5b,8,8,11a-pentamethyl-1-(prop-1-en-2-yl)-2,3,3a,4,5,5a,5b,6,7,7a,8,11,11a,11b,12,13,13a,13b-octadecahydro-1H-cyclopenta[a]chrysene-3a-carboxylate), CC(C)S(=O)(=O)N (propane-2-sulfonamide), CCN(C(C)C)C(C)C (Hunig's Base). Reagents/catalysts: CN(C)C=1C=CN=CC1 (DMAP). Solvent: COCCOC (DME). Reaction conditions: time 16 hour. Product: C(C)(C)S(=O)(=O)NC(=O)C1=CC=C(C=C1)C=1C([C@@H]2CC[C@]3([C@@]4(CC[C@@]5([C@@H]([C@H]4CCC3[C@]2(CC1)C)[C@@H](CC5)C(=C)C)C(=O)O)C)C)(C)C ((1R,3aS,5aR,5bR,7aR,11aS,13aR,13bR)-9-(4-(isopropylsulfonylcarbamoyl)phenyl)-5a,5b,8,8,11a-pentamethyl-1-(prop-1-en-2-yl)-2,3,3a,4,5,5a,5b,6,7,7a,8,11,11a,11b,12,13,13a,13b-octadecahydro-1H-cyclopenta[a]chrysene-3a-carboxylic acid). As a reaction SMILES: [CH3:1][CH:2]([S:4]([NH2:7])(=[O:6])=[O:5])[CH3:3].CCN(C(C)C)C(C)C.Cl[C:18]([C:20]1[CH:25]=[CH:24][C:23]([C:26]2[C:27]([CH3:64])([CH3:63])[C@H:28]3[C@:41]([CH3:44])([CH2:42][CH:43]=2)[CH:40]2[C@:31]([CH3:62])([C@@:32]4([CH3:61])[C@H:37]([CH2:38][CH2:39]2)[C@H:36]2[C@H:45]([C:48]([CH3:50])=[CH2:49])[CH2:46][CH2:47][C@:35]2([C:51]([O:53]CC2C=CC=CC=2)=[O:52])[CH2:34][CH2:33]4)[CH2:30][CH2:29]3)=[CH:22][CH:21]=1)=[O:19]>CN(C1C=CN=CC=1)C.COCCOC>[CH:2]([S:4]([NH:7][C:18]([C:20]1[CH:25]=[CH:24][C:23]([C:26]2[C:27]([CH3:64])([CH3:63])[C@H:28]3[C@:41]([CH3:44])([CH2:42][CH:43]=2)[CH:40]2[C@:31]([CH3:62])([C@@:32]4([CH3:61])[C@H:37]([CH2:38][CH2:39]2)[C@H:36]2[C@H:45]([C:48]([CH3:50])=[CH2:49])[CH2:46][CH2:47][C@:35]2([C:51]([OH:53])=[O:52])[CH2:34][CH2:33]4)[CH2:30][CH2:29]3)=[CH:22][CH:21]=1)=[O:19])(=[O:6])=[O:5])([CH3:3])[CH3:1]. Procedure details: To a mixture of propane-2-sulfonamide (18.46 mg, 0.150 mmol), DMAP (0.915 mg, 7.49 μmol) and Hunig's Base (0.065 mL, 0.375 mmol) in DME (2 mL) was added (1R,3aS,5aR,5bR,7aR,11aS,13aR,13bR)-benzyl 9-(4-(chlorocarbonyl)phenyl)-5a,5b,8,8,11a-pentamethyl-1-(prop-1-en-2-yl)-2,3,3a,4,5,5a,5b,6,7,7a,8,11,11a,11b,12,13,13a,13b-octadecahydro-1H-cyclopenta[a]chrysene-3a-carboxylate (50 mg, 0.075 mmol). The reaction mixture was stirred for 16 hours. LCMS indicated the formation of the desired product. The ... The reactants are C(=O)([O-])[O-].[Na+].[Na+] (Na2CO3), ClC1=NC=CC=C1C1=CC2=C(N=CS2)C=C1 (6-(2-chloropyridin-3-yl)benzo[d]thiazole), BrC=1C=CC=2N(C1)N=CN2 (6-bromo[1,2,4]triazolo[1,5-a]pyridine), ClC1=NC=CC=C1B1OC(C)(C)C(C)(C)O1 (2-chloro-3-pyridine boronic acid pinacol ester), crude residue, EtOAc hexanes. Reagents/catalysts: C=1C=CC(=CC1)[P](C=2C=CC=CC2)(C=3C=CC=CC3)[Pd]([P](C=4C=CC=CC4)(C=5C=CC=CC5)C=6C=CC=CC6)([P](C=7C=CC=CC7)(C=8C=CC=CC8)C=9C=CC=CC9)[P](C=1C=CC=CC1)(C=1C=CC=CC1)C=1C=CC=CC1 (Pd(PPh3)4). The solvent is O1CCOCC1 (1,4-dioxane), C(Cl)Cl (CH2Cl2). The product is ClC1=NC=CC=C1C=1C=CC=2N(C1)N=CN2 (6-(2-chloropyridin-3-yl)-[1,2,4]triazolo[1,5-a]pyridine). Yield: 58.0%. Reaction SMILES: [Cl:1][C:2]1[C:7]([C:8]2[CH:16]=C[C:11]3[N:12]=[CH:13]S[C:10]=3[CH:9]=2)=[CH:6][CH:5]=[CH:4][N:3]=1.BrC1C=CC2[N:22]([N:24]=CN=2)C=1.ClC1C(B2OC(C)(C)C(C)(C)O2)=CC=CN=1.C([O-])([O-])=O.[Na+].[Na+]>O1CCOCC1.C(Cl)Cl.C1C=CC([P]([Pd]([P](C2C=CC=CC=2)(C2C=CC=CC=2)C2C=CC=CC=2)([P](C2C=CC=CC=2)(C2C=CC=CC=2)C2C=CC=CC=2)[P](C2C=CC=CC=2)(C2C=CC=CC=2)C2C=CC=CC=2)(C2C=CC=CC=2)C2C=CC=CC=2)=CC=1>[Cl:1][C:2]1[C:7]([C:8]2[CH:9]=[CH:10][C:11]3[N:22]([N:24]=[CH:13][N:12]=3)[CH:16]=2)=[CH:6][CH:5]=[CH:4][N:3]=1 |f:3.4.5,^1:61,63,82,101|. Reported procedure: 6-(2-Chloropyridin-3-yl)-[1,2,4]triazolo[1,5-a]pyridine was synthesized in the similar to 6-(2-chloropyridin-3-yl)benzo[d]thiazole from 6-bromo[1,2,4]triazolo[1,5-a]pyridine (1.0 g, 5.0 mmol), 2-chloro-3-pyridine boronic acid pinacol ester (1.45 g, 6.0 mmol), Pd(PPh3)4 (300 mg, 0.26 mmol) and 2M aq.Na2CO3 (8 mL, 16 mmol) in 1,4-dioxane (50 mL). Upon workup, the crude residue was dissolved in CH2Cl2 (10 mL) and stirred with 50% EtOAc/hexanes (40 mL). The resulting off-white precipitate was filter... Starting materials: Br.NC1(CC2=CC=C(C=C2CC1)O)C(=O)O (2-Amino-6-hydroxy-1,2,3,4-tetrahydronaphthalene-2-carboxylic acid hydrobromide), C(C)O (ethanol), S(O)(O)(=O)=O (sulphuric acid), S(O)(O)(=O)=O (sulphuric acid). Run at time 24 hour. Product: NC1(CC2=CC=C(C=C2CC1)O)C(=O)OCC (ethyl 2-amino-6-hydroxy-1,2,3,4-tetrahydronapthalene-2-carboxylate). As a reaction SMILES: Br.[NH2:2][C:3]1([C:14]([OH:16])=[O:15])[CH2:12][CH2:11][C:10]2[C:5](=[CH:6][CH:7]=[C:8]([OH:13])[CH:9]=2)[CH2:4]1.S(=O)(=O)(O)O.[CH2:22](O)[CH3:23]>>[NH2:2][C:3]1([C:14]([O:16][CH2:22][CH3:23])=[O:15])[CH2:12][CH2:11][C:10]2[C:5](=[CH:6][CH:7]=[C:8]([OH:13])[CH:9]=2)[CH2:4]1 |f:0.1|. Procedure: 2-Amino-6-hydroxy-1,2,3,4-tetrahydronaphthalene-2-carboxylic acid hydrobromide (580 mg., 2.0 mM) was suspended in dry ethanol (15 ml.). Concentrated sulphuric acid (0.05 ml.) was added and the mixture was stirred under reflux. After 24 hr. reflux, more sulphuric acid (0.05 ml.) was added and the reflux was continued for 48 hr. The mixture was evaporated in vacuo. Ether (15 ml.) and ethyl acetate (20 ml.) were added to the residue, followed by water (10 ml.). The mixture was basified with dilute ...